Dataset: the Open Reaction Database (ORD), a public repository of structured organic reaction records. Task: describe an organic reaction: reactants, conditions, products, and yield Starting materials: ClCCl, CC(=O)O, [Cl-], O=S(=O)(NCC1Cc2ccccc2C1)c1ccc(Cl)cc1, CCOC(=O)C(Cl)SC, [Zn]. Product: CCOC(=O)Cc1ccc2c(c1)CC(CNS(=O)(=O)c1ccc(Cl)cc1)C2. Reaction SMILES: [CH2:31]([Cl:32])[Cl:33].[CH3:35][C:36](=[O:37])[OH:38].[Cl-:34].[Cl:1][c:2]1[cH:3][cH:4][c:5]([S:8](=[O:9])(=[O:10])[NH:11][CH2:12][CH:13]2[CH2:14][c:15]3[cH:16][cH:17][cH:18][cH:19][c:20]3[CH2:21]2)[cH:6][cH:7]1.[Cl:22][CH:23]([C:24](=[O:25])[O:26][CH2:27][CH3:28])[S:29][CH3:30].[Zn:39]>>[Cl:1][c:2]1[cH:3][cH:4][c:5]([S:8](=[O:9])(=[O:10])[NH:11][CH2:12][CH:13]2[CH2:14][c:15]3[cH:16][cH:17][c:18]([CH2:23][C:24](=[O:25])[O:26][CH2:27][CH3:28])[cH:19][c:20]3[CH2:21]2)[cH:6][cH:7]1.